From a dataset of the Open Reaction Database (ORD), a public repository of structured organic reaction records. describe an organic reaction: reactants, conditions, products, and yield The reactants are C[Sn](C)(C)c1ccccc1, c1ccc([As](c2ccccc2)c2ccccc2)cc1, CC(C)(C)C(NC(=O)c1cccc(I)c1)n1nnc2ccccc21. Yields the product CC(C)(C)C(NC(=O)c1cccc(-c2ccccc2)c1)n1nnc2ccccc21. Reaction SMILES: [CH3:25][Sn:26]([c:27]1[cH:28][cH:29][cH:30][cH:31][cH:32]1)([CH3:33])[CH3:34].[cH:35]1[cH:36][cH:37][c:38]([As:39]([c:40]2[cH:41][cH:42][cH:43][cH:44][cH:45]2)[c:46]2[cH:47][cH:48][cH:49][cH:50][cH:51]2)[cH:52][cH:53]1.[n:1]1([CH:10]([C:11]([CH3:12])([CH3:13])[CH3:14])[NH:15][C:16]([c:17]2[cH:18][c:19]([I:23])[cH:20][cH:21][cH:22]2)=[O:24])[n:2][n:3][c:4]2[c:5]1[cH:6][cH:7][cH:8][cH:9]2>>[n:1]1([CH:10]([C:11]([CH3:12])([CH3:13])[CH3:14])[NH:15][C:16]([c:17]2[cH:18][c:19](-[c:27]3[cH:28][cH:29][cH:30][cH:31][cH:32]3)[cH:20][cH:21][cH:22]2)=[O:24])[n:2][n:3][c:4]2[c:5]1[cH:6][cH:7][cH:8][cH:9]2. Reactants: [I-].[Na+] (sodium iodide), C([O-])(O)=O.[Na+] (sodium bicarbonate), Cl[Si](C)(C)C (chlorotrimethylsilane), COC([C@@H](N1CC2=C(C(C1)O)SC=C2)C2=C(C=CC=C2)Cl)=O ((αS,7RS)-methyl-α-(7-hydroxy-4,5,6,7-tetrahydro-5-thieno[3,2-c]pyridyl)-o-chlorophenylacetate). Run in C(C)#N (acetonitrile), O (Water), C1(=CC=CC=C1)C (toluene), C(C)#N (acetonitrile). Reaction conditions: time 30 minute. Product: COC(=O)[C@H](C=1C=CC=CC1Cl)N2CCC3=C(C=CS3)C2 (clopidogrel), product. RXN SMILES: [I-].[Na+].Cl[Si](C)(C)C.[CH3:8][O:9][C:10](=[O:29])[C@H:11]([C:22]1[CH:27]=[CH:26][CH:25]=[CH:24][C:23]=1[Cl:28])[N:12]1[CH2:17][CH:16](O)[C:15]2[S:19][CH:20]=[CH:21][C:14]=2[CH2:13]1.C(=O)(O)[O-].[Na+]>C(#N)C.C1(C)C=CC=CC=1.O>[CH3:8][O:9][C:10]([C@@H:11]([N:12]1[CH2:13][C:14]2[CH:21]=[CH:20][S:19][C:15]=2[CH2:16][CH2:17]1)[C:22]1[CH:27]=[CH:26][CH:25]=[CH:24][C:23]=1[Cl:28])=[O:29] |f:0.1,4.5|. Procedure details: To a mixture of sodium iodide in acetonitrile is added chlorotrimethylsilane. The mixture is stirred at room temperature under nitrogen for 30 minutes. A solution of (αS,7RS)-methyl-α-(7-hydroxy-4,5,6,7-tetrahydro-5-thieno[3,2-c]pyridyl)-o-chlorophenylacetate (9) (23.4 g, 69.3 mmol) in toluene and acetonitrile is added to the mixture at 0–5° C. After the addition is complete the mixture is warmed to room temperature and stirred for 2 hours. Water is then added to the mixture at 0–5° C. The mixtu... Reactants: O=C(c1ccccc1)c1ccc(CBr)cc1, [Ca+2], O=C([O-])[O-], C1COCCO1, O. Product: O=C(c1ccccc1)c1ccc(CO)cc1. Reaction SMILES: [Br:1][CH2:2][c:3]1[cH:4][cH:5][c:6]([C:7](=[O:8])[c:9]2[cH:10][cH:11][cH:12][cH:13][cH:14]2)[cH:15][cH:16]1.[Ca+2:17].[O-:18][C:19](=[O:20])[O-:21].[O:22]1[CH2:23][CH2:24][O:25][CH2:26][CH2:27]1.[OH2:28]>>[CH2:2]([c:3]1[cH:4][cH:5][c:6]([C:7](=[O:8])[c:9]2[cH:10][cH:11][cH:12][cH:13][cH:14]2)[cH:15][cH:16]1)[OH:18]. Reactants: C(C1=CC=CC=C1)OCC1=C(N=NN1C1=CC=CC=C1)C(=O)N([C@H]1C[C@H](CN(C1)C(=O)OC(C)(C)C)C(=O)OC)CC(C)C (1-tert-Butyl 3-methyl(3R,5S)-5-[({5-[(benzyloxy)methyl]-1-phenyl-1H-1,2,3-triazol-4-yl}carbonyl)(2-methylpropyl)amino]piperidine-1,3-dicarboxylate). Reagents/catalysts: [OH-].[Pd+2].[OH-].[C] (palladium(II) hydroxide carbon). Solvent: CO (methanol). Run at time 10 hour. Product: OCC1=C(N=NN1C1=CC=CC=C1)C(=O)N([C@H]1C[C@H](CN(C1)C(=O)OC(C)(C)C)C(=O)OC)CC(C)C (1-tert-butyl 3-methyl(3R,5S)-5-[{[5-(hydroxymethyl)-1-phenyl-1H-1,2,3-triazol-4-yl]carbonyl}(2-methylpropyl)amino]piperidine-1,3-dicarboxylate). Yield: 96.2%. Reaction SMILES: C([O:8][CH2:9][C:10]1[N:14]([C:15]2[CH:20]=[CH:19][CH:18]=[CH:17][CH:16]=2)[N:13]=[N:12][C:11]=1[C:21]([N:23]([CH2:41][CH:42]([CH3:44])[CH3:43])[C@@H:24]1[CH2:29][N:28]([C:30]([O:32][C:33]([CH3:36])([CH3:35])[CH3:34])=[O:31])[CH2:27][C@H:26]([C:37]([O:39][CH3:40])=[O:38])[CH2:25]1)=[O:22])C1C=CC=CC=1>CO.[OH-].[Pd+2].[OH-].[C]>[OH:8][CH2:9][C:10]1[N:14]([C:15]2[CH:20]=[CH:19][CH:18]=[CH:17][CH:16]=2)[N:13]=[N:12][C:11]=1[C:21]([N:23]([CH2:41][CH:42]([CH3:44])[CH3:43])[C@@H:24]1[CH2:29][N:28]([C:30]([O:32][C:33]([CH3:36])([CH3:35])[CH3:34])=[O:31])[CH2:27][C@H:26]([C:37]([O:39][CH3:40])=[O:38])[CH2:25]1)=[O:22] |f:2.3.4.5|. Procedure: 1-tert-Butyl 3-methyl(3R,5S)-5-[({5-[(benzyloxy)methyl]-1-phenyl-1H-1,2,3-triazol-4-yl}carbonyl)(2-methylpropyl)amino]piperidine-1,3-dicarboxylate (2.92 g) and palladium(II) hydroxide-carbon (500 mg) were suspended in methanol, and the mixture was stirred under a hydrogen atmosphere (5 atom) at room temperature for 10 hr. The palladium catalyst was filtered off, and the filtrate was concentrated under reduced pressure to give the object product (2.39 g) as a solid. The reactants are C(C1=CC=C(C(=O)OC)C=C1)(=O)OC (dimethyl terephthalate), C(CCCO)O (1,4-butanediol), lanthanum tris(acetylacetonate) hydrate. Product: C(C1=CC=C(C(=O)OCCCCO)C=C1)(=O)OCCCCO (bis(4-hydroxybutyl) terephthalate). RXN SMILES: [C:1]([O:13][CH3:14])(=[O:12])[C:2]1[CH:11]=[CH:10][C:5]([C:6]([O:8][CH3:9])=[O:7])=[CH:4][CH:3]=1.C(O)[CH2:16][CH2:17][CH2:18][OH:19]>>[C:6]([O:8][CH2:9][CH2:16][CH2:17][CH2:18][OH:19])(=[O:7])[C:5]1[CH:10]=[CH:11][C:2]([C:1]([O:13][CH2:14][CH2:4][CH2:5][CH2:6][OH:7])=[O:12])=[CH:3][CH:4]=1. Procedure details: This example demonstrates the transesterification reaction of dimethyl terephthalate with 1,4-butanediol using lanthanum tris(acetylacetonate) hydrate as the transesterification catalyst (150 ppm La based on final polymer) to form bis(4-hydroxybutyl) terephthalate. Reactants: CCOC(=O)c1c[nH]c2ccc(I)cc2c1=O, O=P(Cl)(Cl)Cl. The product is CCOC(=O)c1cnc2ccc(I)cc2c1Cl. RXN SMILES: [CH2:1]([CH3:2])[O:3][C:4](=[O:5])[c:6]1[cH:7][nH:8][c:9]2[cH:10][cH:11][c:12]([I:17])[cH:13][c:14]2[c:15]1=[O:16].[P:18]([Cl:19])([Cl:20])([Cl:21])=[O:22]>>[CH2:1]([CH3:2])[O:3][C:4](=[O:5])[c:6]1[cH:7][n:8][c:9]2[cH:10][cH:11][c:12]([I:17])[cH:13][c:14]2[c:15]1[Cl:20]. Starting materials: C(=O)(OC(C)(C)C)N[C@@H](CCCNC(=O)OCC1=CC=CC=C1)C(=O)N[C@H](C)C1=CC=C(C=C1)Br ((R)-N2 (Boc)-N5 -(Cbz)-(S)-N-[1-(4-bromophenyl)ethyl]ornithine amide), Cl.CCOC(=O)C (HCl EtOAc). The solvent is CCOC(=O)C (EtOAc). The product is Cl.C(=O)(OCC1=CC=CC=C1)NCCC[C@H](N)C(=O)N[C@H](C)C1=CC=C(C=C1)Br ((R)-N5 -(Cbz)-(S)-N-[1-(4-bromophenyl)ethyl]ornithine amide hydrochloride). RXN SMILES: C([NH:8][C@H:9]([C:24]([NH:26][C@@H:27]([C:29]1[CH:34]=[CH:33][C:32]([Br:35])=[CH:31][CH:30]=1)[CH3:28])=[O:25])[CH2:10][CH2:11][CH2:12][NH:13][C:14]([O:16][CH2:17][C:18]1[CH:23]=[CH:22][CH:21]=[CH:20][CH:19]=1)=[O:15])(OC(C)(C)C)=O.[ClH:36].CCOC(C)=O>CCOC(C)=O>[ClH:36].[C:14]([NH:13][CH2:12][CH2:11][CH2:10][C@@H:9]([C:24]([NH:26][C@@H:27]([C:29]1[CH:30]=[CH:31][C:32]([Br:35])=[CH:33][CH:34]=1)[CH3:28])=[O:25])[NH2:8])([O:16][CH2:17][C:18]1[CH:19]=[CH:20][CH:21]=[CH:22][CH:23]=1)=[O:15] |f:1.2,4.5|. Procedure details: Prepared according to the method described in Example 1(b) above from crude (R)-N2 (Boc)-N5 -(Cbz)-(S)-N-[1-(4-bromophenyl)ethyl]ornithine amide (9.1 mmol; from step (a) above), EtOAc (100 mL) and HCl/EtOAc (75 mL), 2 hours reaction time. The solution was concentrated to give the crude product as a yellow crushable foam (5.4 g) which was used without purification. The reactants are C([O-])([O-])=O.[Ca+2] (calcium carbonate), BrN1C(CCC1=O)=O (N-bromosuccinimide), C(C1=CC=CC=C1)(=O)OOC(C1=CC=CC=C1)=O (dibenzoylperoxide), CC=1C=CC(=NC1)C#N (5-Methyl-2-pyridinecarbonitrile). The solvent is O (water), ClC(Cl)(Cl)Cl (tetrachloromethane). Product: OCC=1C=CC(=NC1)C#N (5-(Hydroxymethyl)-2-pyridinecarbonitrile). As a reaction SMILES: [CH3:1][C:2]1[CH:3]=[CH:4][C:5]([C:8]#[N:9])=[N:6][CH:7]=1.BrN1C(=[O:16])CCC1=O.C(OOC(=O)C1C=CC=CC=1)(=O)C1C=CC=CC=1.C(=O)([O-])[O-].[Ca+2]>ClC(Cl)(Cl)Cl.O>[OH:16][CH2:1][C:2]1[CH:3]=[CH:4][C:5]([C:8]#[N:9])=[N:6][CH:7]=1 |f:3.4|. Procedure details: The compound of Example 1A (13 g, 110 mmol) is dissolved in 400 ml tetrachloromethane, and 29.4 g (165 mmol) N-bromosuccinimide and 0.4 g (1.6 mmol) dibenzoylperoxide are added. The reaction mixture is refluxed for three hours, cooled down to room temperature and filtered. The solution is washed with aqueous sodium thiosulfate, dried over magnesium sulfate, and the solvent is removed in vacuo. The residue is dissolved in 200 ml dioxane and 200 ml water, calcium carbonate (44 g, 440 mmol) is adde...